describe an organic reaction: reactants, conditions, products, and yield From a dataset of the Open Reaction Database (ORD), a public repository of structured organic reaction records. Starting materials: Cl (HCl), COC(CC1CN(CC1)CCCN1C2=C(CCC3=C1C=CC=C3)C=CC=C2)=O (1-(3-(10,11-dihydro-5H-dibenzo[b,f]azepin-5-yl)-1-propyl)-3-pyrrolidinacetic acid methyl ester), [OH-].[Na+] (NaOH), [OH-].[Na+] (NaOH). Solvent: C(C)O (ethanol). Run at time 3 day. The product is C1=CC=CC=2N(C3=C(CCC21)C=CC=C3)CCCN3CC(CC3)CC(=O)O (1-(3-(10,11-dihydro-5H-dibenzo[b,f]azepin-5-yl)-1-propyl)-3-pyrrolidinacetic acid). Isolated yield 5.0%. Reaction SMILES: C[O:2][C:3](=[O:28])[CH2:4][CH:5]1[CH2:9][CH2:8][N:7]([CH2:10][CH2:11][CH2:12][N:13]2[C:19]3[CH:20]=[CH:21][CH:22]=[CH:23][C:18]=3[CH2:17][CH2:16][C:15]3[CH:24]=[CH:25][CH:26]=[CH:27][C:14]2=3)[CH2:6]1.[OH-].[Na+].Cl>C(O)C>[CH:24]1[C:15]2[CH2:16][CH2:17][C:18]3[CH:23]=[CH:22][CH:21]=[CH:20][C:19]=3[N:13]([CH2:12][CH2:11][CH2:10][N:7]3[CH2:8][CH2:9][CH:5]([CH2:4][C:3]([OH:28])=[O:2])[CH2:6]3)[C:14]=2[CH:27]=[CH:26][CH:25]=1 |f:1.2|. Procedure details: The above ester (0.85 g, 0.0022 mol) was dissolved in ethanol (6 ml) and 0.5N NaOH was added. By continued addition of 0.25N NaOH pH was kept at approximately 12 for 3 days. Dilute HCl (approx. 1N) was added until pH=7, and the solvent was evaporated in vacuo. The residue was purified by column chromatography on silica gel (50 g) using a mixture of dichloromethane, methanol and acetic acid (20:2:1) as eluent. The product fractions were stripped with dichloromethane, affording 0.04 g (3.8%) of 1-...